From a dataset of the Open Reaction Database (ORD), a public repository of structured organic reaction records. describe an organic reaction: reactants, conditions, products, and yield RXN SMILES: [F:1][C:2]1[CH:7]=[C:6]([F:8])[CH:5]=[CH:4][C:3]=1[CH2:9][C:10]([NH:12][NH2:13])=[O:11].CCN(C(C)C)C(C)C.[Cl:23][CH2:24][CH2:25][CH2:26][C:27](Cl)=O.Cl>C(Cl)Cl>[Cl:23][CH2:24][CH2:25][CH2:26][C:27]1[O:11][C:10]([CH2:9][C:3]2[CH:4]=[CH:5][C:6]([F:8])=[CH:7][C:2]=2[F:1])=[N:12][N:13]=1. Run in C(Cl)Cl (DCM), C(Cl)Cl (DCM). Procedure: A mixture of 2-(2,4-difluorophenyl)acetohydrazide (570 mg, 3.06 mmol) and DIPEA (0.553 ml, 3.2 mmol) in dry DCM (30 ml) was added to 4-chlorobutyryl chloride (0.343 ml, 3.06 mmol) in dry DCM (5 ml) over 15 min. An immediate white precipitate formed. After stirring for 1 h, 2M HCl (20 ml) was added and the solid 2-(3-chloropropyl)-5-[(2,4-difluorophenyl)methyl]-1,3,4-oxadiazole was filtered off, washed with water and dried (726 mg). The reactants are ClCCCC(=O)Cl (4-chlorobutyryl chloride), Cl (HCl), FC1=C(C=CC(=C1)F)CC(=O)NN (2-(2,4-difluorophenyl)acetohydrazide), CCN(C(C)C)C(C)C (DIPEA). Run at time 1 hour. Product: ClCCCC=1OC(=NN1)CC1=C(C=C(C=C1)F)F (2-(3-chloropropyl)-5-[(2,4-difluorophenyl)methyl]-1,3,4-oxadiazole). Reactants: CN (methylamine), C(=O)C1=CC2=C(CN(CC2C2=CC=C(C=C2)OC)C)S1 (2-formyl-4-(p-methoxy-phenyl)-6-methyl-4,5,6,7-tetrahydro-thieno[2,3-c]pyridine). The reagents and catalysts are [Ni] (Raney nickel). The solvent is O1CCCC1 (tetrahydrofuran). Product: CNCC1=CC2=C(CN(CC2C2=CC=C(C=C2)OC)C)S1 (2-(Methylamino-methyl)-4-(p-methoxy-phenyl)-6-methyl-4,5,6,7-tetrahydro-thieno[2,3-c]pyridine). RXN SMILES: [CH:1]([C:3]1[S:20][C:6]2[CH2:7][N:8]([CH3:19])[CH2:9][CH:10]([C:11]3[CH:16]=[CH:15][C:14]([O:17][CH3:18])=[CH:13][CH:12]=3)[C:5]=2[CH:4]=1)=O.[CH3:21][NH2:22]>[Ni].O1CCCC1>[CH3:21][NH:22][CH2:1][C:3]1[S:20][C:6]2[CH2:7][N:8]([CH3:19])[CH2:9][CH:10]([C:11]3[CH:16]=[CH:15][C:14]([O:17][CH3:18])=[CH:13][CH:12]=3)[C:5]=2[CH:4]=1. Procedure: A mixture of 2.87 gm (0.01 mol) of 2-formyl-4-(p-methoxy-phenyl)-6-methyl-4,5,6,7-tetrahydro-thieno[2,3-c]pyridine (prepared analogous to Example 5; light yellow oil), 70 ml of tetrahydrofuran, an excess of methylamine, and Raney nickel was kept at a temperature of 60° C. for several hours under a hydrogen pressure of 5 bar. After the catalyst had been removed by suction filtration, the title compound was precipitated in the form of the dimaleate by the addition of ethanolic maleic acid.